The task is: describe an organic reaction: reactants, conditions, products, and yield. This data is from the Open Reaction Database (ORD), a public repository of structured organic reaction records. Starting materials: CCOC(=O)c1cc2ccc(C(F)(F)F)cc2n1C(C)CNC(=O)OC(C)(C)C, ClCCl, O=C(O)C(F)(F)F. The product is CC1CNC(=O)c2cc3ccc(C(F)(F)F)cc3n21. RXN SMILES: [CH2:1]([O:2][C:3]([c:6]1[n:7]([CH:19]([CH2:20][NH:21][C:22]([O:24][C:4]([CH3:5])([CH3:23])[CH3:25])=[O:26])[CH3:29])[c:8]2[cH:9][c:10]([C:15]([F:16])([F:17])[F:18])[cH:11][cH:12][c:13]2[cH:14]1)=[O:27])[CH3:28].[Cl:37][CH2:38][Cl:39].[OH:30][C:31]([C:32]([F:33])([F:34])[F:35])=[O:36]>>[c:6]12[n:7]([c:8]3[cH:9][c:10]([C:15]([F:16])([F:17])[F:18])[cH:11][cH:12][c:13]3[cH:14]1)[CH:19]([CH3:29])[CH2:20][NH:21][C:22]2=[O:24]. Reagents/catalysts: C=1C=CC(=CC1)[P](C=2C=CC=CC2)(C=3C=CC=CC3)[Pd]([P](C=4C=CC=CC4)(C=5C=CC=CC5)C=6C=CC=CC6)([P](C=7C=CC=CC7)(C=8C=CC=CC8)C=9C=CC=CC9)[P](C=1C=CC=CC1)(C=1C=CC=CC1)C=1C=CC=CC1 (Pd(PPh3)4). Procedure details: 1.44 g (1.25 mmol)Pd(PPh3)4 was added under argon at room temperature to a solution of 6-bromo-pyridine-3-carbaldehyde in 60 ml 1,2 dimethoxyethane and stirred for 15 min. 63 ml (125 mmol) of 2 M sodium carbonate solution and 2.5 g (13.16 mmol) of 3-(trifluoromethyl-)-phenylboronic acid were added and the mixture heated to boiling temperature for 18 hours (h). The reaction mixture was cooled to room temperature, filtered, and the filtrate evaporated. The residue was taken up with ethyl acetate, ... Run in COCCOC (1,2 dimethoxyethane). Isolated yield 36.0%. The product is FC(C=1C=C(C=CC1)C1=CC=C(C=N1)C=O)(F)F (6-(3-Trifluoromethyl-phenyl)-pyridine-3-carbaldehyde). RXN SMILES: Br[C:2]1[N:7]=[CH:6][C:5]([CH:8]=[O:9])=[CH:4][CH:3]=1.C(=O)([O-])[O-].[Na+].[Na+].[F:16][C:17]([F:28])([F:27])[C:18]1[CH:19]=[C:20](B(O)O)[CH:21]=[CH:22][CH:23]=1>COCCOC.C1C=CC([P]([Pd]([P](C2C=CC=CC=2)(C2C=CC=CC=2)C2C=CC=CC=2)([P](C2C=CC=CC=2)(C2C=CC=CC=2)C2C=CC=CC=2)[P](C2C=CC=CC=2)(C2C=CC=CC=2)C2C=CC=CC=2)(C2C=CC=CC=2)C2C=CC=CC=2)=CC=1>[F:16][C:17]([F:28])([F:27])[C:18]1[CH:23]=[C:22]([C:2]2[N:7]=[CH:6][C:5]([CH:8]=[O:9])=[CH:4][CH:3]=2)[CH:21]=[CH:20][CH:19]=1 |f:1.2.3,^1:38,40,59,78|. Conditions: time 15 minute. Starting materials: C([O-])([O-])=O.[Na+].[Na+] (sodium carbonate), FC(C=1C=C(C=CC1)B(O)O)(F)F (3-(trifluoromethyl-)-phenylboronic acid), BrC1=CC=C(C=N1)C=O (6-bromo-pyridine-3-carbaldehyde).